From a dataset of the Open Reaction Database (ORD), a public repository of structured organic reaction records. describe an organic reaction: reactants, conditions, products, and yield Reactants: COC(=O)C=1SC(=C(C1)S(=O)(=O)C=1C=NC(=C(C1)Br)Cl)SC (4-(5-bromo-6-chloro-pyridine-3-sulfonyl)-5-methylsulfanyl-thiophene-2-carboxylic acid methyl ester), C1CCOC1 (THF), NCC1=CC=C(C=C1)S(=O)(=O)N (4-aminomethyl-benzenesulfonamide), C(C)(C)N(CC)C(C)C (diisopropylethylamine). The solvent is CO.C(Cl)Cl (MeOH DCM), CN(C)C=O (DMF). The product is COC(=O)C=1SC(=C(C1)S(=O)(=O)C=1C=NC(=C(C1)Br)NCC1=CC=C(C=C1)S(N)(=O)=O)SC (4-[5-Bromo-6-(4-sulfamoyl-benzylamino)-pyridine-3-sulfonyl]-5-methylsulfanyl-thiophene-2-carboxylic acid methyl ester). As a reaction SMILES: [CH3:1][O:2][C:3]([C:5]1[S:6][C:7]([S:21][CH3:22])=[C:8]([S:10]([C:13]2[CH:14]=[N:15][C:16](Cl)=[C:17]([Br:19])[CH:18]=2)(=[O:12])=[O:11])[CH:9]=1)=[O:4].[NH2:23][CH2:24][C:25]1[CH:30]=[CH:29][C:28]([S:31]([NH2:34])(=[O:33])=[O:32])=[CH:27][CH:26]=1.C(N(C(C)C)CC)(C)C.C1COCC1>CO.C(Cl)Cl.CN(C=O)C>[CH3:1][O:2][C:3]([C:5]1[S:6][C:7]([S:21][CH3:22])=[C:8]([S:10]([C:13]2[CH:14]=[N:15][C:16]([NH:23][CH2:24][C:25]3[CH:26]=[CH:27][C:28]([S:31](=[O:33])(=[O:32])[NH2:34])=[CH:29][CH:30]=3)=[C:17]([Br:19])[CH:18]=2)(=[O:12])=[O:11])[CH:9]=1)=[O:4] |f:4.5|. Procedure details: The reaction was conducted following the procedure for Example 156: step a, using. 4-(5-bromo-6-chloro-pyridine-3-sulfonyl)-5-methylsulfanyl-thiophene-2-carboxylic acid methyl ester (0.050 g, 0.113 mmol), (Example 2: step c), 4-aminomethyl-benzenesulfonamide (0.033 g, 0.146 mmol), diisopropylethylamine (0.073 g, 0.565 mmol), THF [0.5 mL], DMF [0.5 mL]. Chromatography of the residue (0%–5% MeOH/DCM) yielded the title compound. ESI-MS (m/z): Calcd. for C19H18BrN3O6S4: 592.53 (M+H); found 592.0, 59... Reactants: CO, O=C(O)c1cc([N+](=O)[O-])cc(S(F)(F)(F)(F)F)c1, O=S(Cl)Cl. Yields the product COC(=O)c1cc([N+](=O)[O-])cc(S(F)(F)(F)(F)F)c1. As a reaction SMILES: [CH3:23][OH:24].[N+:1](=[O:2])([O-:3])[c:4]1[cH:5][c:6]([C:7](=[O:8])[OH:9])[cH:10][c:11]([S:13]([F:14])([F:15])([F:16])([F:17])[F:18])[cH:12]1.[S:19]([Cl:20])([Cl:21])=[O:22]>>[N+:1](=[O:2])([O-:3])[c:4]1[cH:5][c:6]([C:7](=[O:8])[O:9][CH3:23])[cH:10][c:11]([S:13]([F:14])([F:15])([F:16])([F:17])[F:18])[cH:12]1. The reactants are CC1(C)N=C(n2ccccc2=O)c2cc(N)ccc2O1, O=CO, c1ccncc1. Product: CC1(C)N=C(n2ccccc2=O)c2cc(NC=O)ccc2O1. RXN SMILES: [CH3:1][C:2]1([CH3:20])[O:3][c:4]2[c:5]([cH:15][c:16]([NH2:19])[cH:17][cH:18]2)[C:6]([n:8]2[c:9](=[O:14])[cH:10][cH:11][cH:12][cH:13]2)=[N:7]1.[CH:21](=[O:22])[OH:23].[cH:24]1[cH:25][cH:26][n:27][cH:28][cH:29]1>>[CH3:1][C:2]1([CH3:20])[O:3][c:4]2[c:5]([cH:15][c:16]([NH:19][CH:21]=[O:22])[cH:17][cH:18]2)[C:6]([n:8]2[c:9](=[O:14])[cH:10][cH:11][cH:12][cH:13]2)=[N:7]1.